From a dataset of the Open Reaction Database (ORD), a public repository of structured organic reaction records. describe an organic reaction: reactants, conditions, products, and yield Starting materials: ClC1=CC=C(C=C1)/C=C/C=1C=C(C(=O)O)C=CC1OC (3-[(E)-2-(4-chlorophenyl)vinyl]-4-methoxy-benzoic acid), C1(CCCC1)N (cyclopentylamine). Yields the product ClC1=CC=C(C=C1)/C=C/C=1C=C(C(=O)NC2CCCC2)C=CC1OC (3-[(E)-2-(4-chlorophenyl)-vinyl]-N-cyclopentyl-4-methoxy-benzamide). RXN SMILES: [Cl:1][C:2]1[CH:7]=[CH:6][C:5](/[CH:8]=[CH:9]/[C:10]2[CH:11]=[C:12]([CH:16]=[CH:17][C:18]=2[O:19][CH3:20])[C:13]([OH:15])=O)=[CH:4][CH:3]=1.[CH:21]1([NH2:26])[CH2:25][CH2:24][CH2:23][CH2:22]1>>[Cl:1][C:2]1[CH:3]=[CH:4][C:5](/[CH:8]=[CH:9]/[C:10]2[CH:11]=[C:12]([CH:16]=[CH:17][C:18]=2[O:19][CH3:20])[C:13]([NH:26][CH:21]2[CH2:25][CH2:24][CH2:23][CH2:22]2)=[O:15])=[CH:6][CH:7]=1. Reported procedure: The captioned compound was synthesized from 3-[(E)-2-(4-chlorophenyl)vinyl]-4-methoxy-benzoic acid and cyclopentylamine in accordance with the same procedure as in the manufacturing method described in step C of Example 1-2-3.